Task: describe an organic reaction: reactants, conditions, products, and yield. Dataset: the Open Reaction Database (ORD), a public repository of structured organic reaction records Starting materials: Cc1cc(N2CCOCC2)cc(C(F)(F)F)c1N, CC#N, CCOC(C)=O, O=C(Cl)CC1CCCC1. The product is Cc1cc(N2CCOCC2)cc(C(F)(F)F)c1NC(=O)CC1CCCC1. As a reaction SMILES: [CH3:1][c:2]1[c:3]([NH2:18])[c:4]([C:14]([F:15])([F:16])[F:17])[cH:5][c:6]([N:8]2[CH2:9][CH2:10][O:11][CH2:12][CH2:13]2)[cH:7]1.[CH3:28][C:29]#[N:30].[CH3:31][CH2:32][O:33][C:34](=[O:35])[CH3:36].[CH:19]1([CH2:24][C:25](=[O:26])[Cl:27])[CH2:20][CH2:21][CH2:22][CH2:23]1>>[CH3:1][c:2]1[c:3]([NH:18][C:25]([CH2:24][CH:19]2[CH2:20][CH2:21][CH2:22][CH2:23]2)=[O:26])[c:4]([C:14]([F:15])([F:16])[F:17])[cH:5][c:6]([N:8]2[CH2:9][CH2:10][O:11][CH2:12][CH2:13]2)[cH:7]1. The reactants are O[C@@H]1C[C@H]2[C@H](N([C@@H]1[C@H]2I)[C@H](C)C2=CC=CC=C2)C(=O)OC (methyl (1S,3S,4S,6R,7S)-6-hydroxy-7-iodo-2-[(1R)-1-phenylethyl]-2-azabicyclo[2.2.1]heptane-3-carboxylate), O.[F-].C(CCC)[N+](CCCC)(CCCC)CCCC (tetrabutylammonium fluoride hydrate). The solvent is C(C)(=O)OCC (ethyl acetate), C(C)#N (acetonitrile). Reaction conditions: temperature 80 celsius, time 30 minute. Product: F[C@H]1[C@H]2N([C@@H]([C@@H]1C[C@H]2O)C(=O)OC)[C@H](C)C2=CC=CC=C2 (Methyl (1S,3S,4S,6R,7R)-7-fluoro-6-hydroxy-2-[(1R)-1-phenylethyl]-2-azabicyclo[2.2.1]heptane-3-carboxylate). The yield is 81.4%. RXN SMILES: [OH:1][C@H:2]1[C@H:7]2[C@@H:8](I)[C@H:4]([C@@H:5]([C:18]([O:20][CH3:21])=[O:19])[N:6]2[C@@H:10]([C:12]2[CH:17]=[CH:16][CH:15]=[CH:14][CH:13]=2)[CH3:11])[CH2:3]1.O.[F-:23].C([N+](CCCC)(CCCC)CCCC)CCC>C(#N)C.C(OCC)(=O)C>[F:23][C@@H:8]1[C@H:4]2[CH2:3][C@@H:2]([OH:1])[C@@H:7]1[N:6]([C@@H:10]([C:12]1[CH:17]=[CH:16][CH:15]=[CH:14][CH:13]=1)[CH3:11])[C@@H:5]2[C:18]([O:20][CH3:21])=[O:19] |f:1.2.3|. Procedure details: To a solution of methyl (1S,3S,4S,6R,7S)-6-hydroxy-7-iodo-2-[(1R)-1-phenylethyl]-2-azabicyclo[2.2.1]heptane-3-carboxylate (100 mg) in acetonitrile (8 mL), was added tetrabutylammonium fluoride hydrate (102 mg). The mixture was stirred at 80° C. for 30 minutes. The resulting mixture was diluted with ethyl acetate, and washed successively with water and brine. The organic layer was dried over sodium sulfate and evaporated in vacuo. The residue was chromatographed on silica gel eluting with hexane ...